Task: describe an organic reaction: reactants, conditions, products, and yield. Dataset: the Open Reaction Database (ORD), a public repository of structured organic reaction records The reactants are C(C)OCC (diethyl ether), BrC=1C=NC=C(C1)OC1=CC=CC=C1 (3-Bromo-5-phenoxypyridine), O=O.[K+] (potassium superoxide), O1CCOCCOCCOCCOCCOCC1 (1,4,7,10,13,16-hexaoxacyclooctadecane), CS(=O)C (dimethyl sulphoxide). Reaction conditions: time 18 hour. The product is OC=1C=NC=C(C1SC)OC1=CC=CC=C1 (3-hydroxy-4-methylthio-5-phenoxypyridine). RXN SMILES: Br[C:2]1[CH:3]=[N:4][CH:5]=[C:6]([O:8][C:9]2[CH:14]=[CH:13][CH:12]=[CH:11][CH:10]=2)[CH:7]=1.[O:15]=O.[K+].O1CCOCCOCCOCCOCCOCC1.C(OCC)C.[CH3:41][S:42](C)=O>>[OH:15][C:2]1[CH:3]=[N:4][CH:5]=[C:6]([O:8][C:9]2[CH:14]=[CH:13][CH:12]=[CH:11][CH:10]=2)[C:7]=1[S:42][CH3:41] |f:1.2|. Procedure: 3-Bromo-5-phenoxypyridine (0.50 g) and potassium superoxide (1.42 g) in dry dimethyl sulphoxide (100 ml) containing 1,4,7,10,13,16-hexaoxacyclooctadecane (3.20 g) were stirred at ambient temperature under an atmosphere of nitrogen for 18 hours. The solvent was evaporated under reduced pressure to a small volume and the mixture diluted with water, washed with ethyl acetate (twice) and the basic aqueous phase was acidified to pH 4 with dilute aqueous hydrochloric acid. The mixture was extracted wi... Reactants: [OH-].[Na+] (Sodium hydroxide), [Sn](Cl)(Cl)(Cl)Cl (tin chloride), [Cl-].[In+3].[Cl-].[Cl-] (indium chloride), [Sn](Cl)(Cl)(Cl)Cl (tin chloride). The reagents and catalysts are [N+](=O)([O-])[O-].[Fe+2].[N+](=O)([O-])[O-] (Iron nitrate). The solvent is O (water), O (water). The product is [Sn](Cl)(Cl)(Cl)Cl (tin chloride), [Cl-].[In+3].[Cl-].[Cl-] (indium chloride), [OH-] (hydroxide). Reaction SMILES: [OH-:1].[Na+].[Sn:3]([Cl:7])([Cl:6])([Cl:5])[Cl:4].[Cl-:8].[In+3:9].[Cl-].[Cl-]>O.[N+]([O-])([O-])=O.[Fe+2].[N+]([O-])([O-])=O>[Sn:3]([Cl:7])([Cl:6])([Cl:5])[Cl:4].[Cl-:8].[In+3:9].[Cl-:4].[Cl-:4].[OH-:1] |f:0.1,3.4.5.6,8.9.10,12.13.14.15|. Procedure details: Sodium hydroxide (0.75 mol) was dissolved in water (180 ml) to prepare an aqueous alkaline solution. Separately from this alkaline solution, an aqueous solution of tin chloride and indium chloride was prepared by dissolving indium chloride (III) tetrahydrate (0.067 mol) and tin chloride (IV) pentahydrate (0.007 mol) in water (400 ml). To the former aqueous alkaline solution, was added dropwise the latter aqueous solution of tin chloride and indium chloride to form a precipitate of a hydroxide or... Starting materials: CC(C)=O, Cl, c1cc(N2CCC3(CC2)OCCO3)ccn1. The product is O=C1CCN(c2ccncc2)CC1. As a reaction SMILES: [CH3:18][C:19](=[O:20])[CH3:21].[ClH:17].[n:1]1[cH:2][cH:3][c:4]([N:7]2[CH2:8][CH2:9][C:10]3([O:11][CH2:14][CH2:13][O:12]3)[CH2:15][CH2:16]2)[cH:5][cH:6]1>>[n:1]1[cH:2][cH:3][c:4]([N:7]2[CH2:8][CH2:9][C:10](=[O:11])[CH2:15][CH2:16]2)[cH:5][cH:6]1.